This data is from the Open Reaction Database (ORD), a public repository of structured organic reaction records. The task is: describe an organic reaction: reactants, conditions, products, and yield Reactants: C1=C(C=CC2=CC=CC=C12)C(=N)N (β-naphthamidine), [N+](=O)([O-])C1=CC=C(C=CS(=O)(=O)Cl)C=C1 (4-nitrostyrylsulfonyl chloride). Yields the product [N+](=O)([O-])C1=CC=C(C=CS(=O)(=O)NC(=N)C2=CC3=CC=CC=C3C=C2)C=C1 (N-(4-NITROSTYRYLSULFONYL)-β-NAPHTHAMIDINE). RXN SMILES: [CH:1]1[C:10]2[C:5](=[CH:6][CH:7]=[CH:8][CH:9]=2)[CH:4]=[CH:3][C:2]=1[C:11]([NH2:13])=[NH:12].[N+:14]([C:17]1[CH:28]=[CH:27][C:20]([CH:21]=[CH:22][S:23](Cl)(=[O:25])=[O:24])=[CH:19][CH:18]=1)([O-:16])=[O:15]>>[N+:14]([C:17]1[CH:18]=[CH:19][C:20]([CH:21]=[CH:22][S:23]([NH:12][C:11]([C:2]2[CH:3]=[CH:4][C:5]3[C:10](=[CH:9][CH:8]=[CH:7][CH:6]=3)[CH:1]=2)=[NH:13])(=[O:25])=[O:24])=[CH:27][CH:28]=1)([O-:16])=[O:15]. Procedure details: Reaction of β-naphthamidine with 4-nitrostyrylsulfonyl chloride according to the above procedure affords N-(4-NITROSTYRYLSULFONYL)-β-NAPHTHAMIDINE, m.p. 180°-182.5° C., by triturating with isopropanol. The reactants are C=O, CCCC[SnH](CCCC)CCCC, C1CCOC1, CC1(O)C(O)C(CO)OC1n1cc(I)c2c(NN)ncnc21, c1ccc(P(c2ccccc2)(c2ccccc2)[Pd](P(c2ccccc2)(c2ccccc2)c2ccccc2)(P(c2ccccc2)(c2ccccc2)c2ccccc2)P(c2ccccc2)(c2ccccc2)c2ccccc2)cc1. Reaction SMILES: [C:23]=[O:24].[CH2:25]([SnH:26]([CH2:27][CH2:28][CH2:29][CH3:30])[CH2:31][CH2:32][CH2:33][CH3:34])[CH2:35][CH2:36][CH3:37].[CH2:38]1[CH2:40][CH2:39][CH2:41][O:42]1.[NH:1]([NH2:2])[c:3]1[c:4]2[c:5]([n:6][cH:7][n:8]1)[n:9]([CH:13]1[C:14]([OH:15])([CH3:22])[CH:16]([OH:17])[CH:18]([CH2:20][OH:21])[O:19]1)[cH:10][c:11]2[I:12].[cH:43]1[cH:44][cH:45][c:46]([P:47]([Pd:48]([P:49]([c:50]2[cH:51][cH:52][cH:53][cH:54][cH:55]2)([c:56]2[cH:57][cH:58][cH:59][cH:60][cH:61]2)[c:62]2[cH:63][cH:64][cH:65][cH:66][cH:67]2)([P:68]([c:69]2[cH:70][cH:71][cH:72][cH:73][cH:74]2)([c:75]2[cH:76][cH:77][cH:78][cH:79][cH:80]2)[c:81]2[cH:82][cH:83][cH:84][cH:85][cH:86]2)[P:87]([c:88]2[cH:89][cH:90][cH:91][cH:92][cH:93]2)([c:94]2[cH:95][cH:96][cH:97][cH:98][cH:99]2)[c:100]2[cH:101][cH:102][cH:103][cH:104][cH:105]2)([c:106]2[cH:107][cH:108][cH:109][cH:110][cH:111]2)[c:112]2[cH:113][cH:114][cH:115][cH:116][cH:117]2)[cH:118][cH:119]1>>[NH:1]([NH2:2])[c:3]1[c:4]2[c:5]([n:6][cH:7][n:8]1)[n:9]([CH:13]1[C:14]([OH:15])([CH3:22])[CH:16]([OH:17])[CH:18]([CH2:20][OH:21])[O:19]1)[cH:10][c:11]2[CH:41]=[O:42]. Yields the product CC1(O)C(O)C(CO)OC1n1cc(C=O)c2c(NN)ncnc21. Reactants: CC=1C=C(C=CC1CCCCN1N=NC=C1)O (3-methyl-4-(4-[1,2,3]triazol-1-yl-butyl)phenol), [H-].[Na+] (sodium hydride), O (water), ClCC=1C=NC=C(C1)C1=CC=C(C=C1)OC(F)(F)F (3-Chloromethyl-5-(4-trifluoromethoxy-phenyl)-pyridine). The solvent is CN(C=O)C (N,N-dimethylformamide). Reaction conditions: temperature 0 celsius, time 30 minute. Product: CC=1C=C(OCC=2C=NC=C(C2)C2=CC=C(C=C2)OC(F)(F)F)C=CC1CCCCN1N=NC=C1 (3-[3-Methyl-4-(4-[1,2,3]triazol-1-yl-butyl)-phenoxymethyl]-5-(4-trifluoromethoxy-phenyl)-pyridine). The yield is 72.5%. As a reaction SMILES: [CH3:1][C:2]1[CH:3]=[C:4]([OH:17])[CH:5]=[CH:6][C:7]=1[CH2:8][CH2:9][CH2:10][CH2:11][N:12]1[CH:16]=[CH:15][N:14]=[N:13]1.[H-].[Na+].Cl[CH2:21][C:22]1[CH:23]=[N:24][CH:25]=[C:26]([C:28]2[CH:33]=[CH:32][C:31]([O:34][C:35]([F:38])([F:37])[F:36])=[CH:30][CH:29]=2)[CH:27]=1.O>CN(C)C=O>[CH3:1][C:2]1[CH:3]=[C:4]([CH:5]=[CH:6][C:7]=1[CH2:8][CH2:9][CH2:10][CH2:11][N:12]1[CH:16]=[CH:15][N:14]=[N:13]1)[O:17][CH2:21][C:22]1[CH:23]=[N:24][CH:25]=[C:26]([C:28]2[CH:29]=[CH:30][C:31]([O:34][C:35]([F:38])([F:36])[F:37])=[CH:32][CH:33]=2)[CH:27]=1 |f:1.2|. Reported procedure: A solution of 60 mg (0.26 mmol) 3-methyl-4-(4-[1,2,3]triazol-1-yl-butyl)phenol in 4.0 ml N,N-dimethylformamide was treated at 0° C. with 10 mg (0.26 mmol) of 60% sodium hydride and stirred at 0° C. for 30 min. Then 80 mg (0.26 mmol) 3-Chloromethyl-5-(4-trifluoromethoxy-phenyl)-pyridine were added and stirred continued at r.t. over night. After addition of 8 ml water, the precipitate was isolated, washed thoroughly with water, n-heptane and diisopropylether. The residue was dried at 40° C. to giv... Reaction SMILES: [CH2:18]([CH2:19][CH3:20])[NH:21][CH2:22][CH2:23][NH2:24].[CH2:1]([O:2][C:4](=[O:5])[c:6]1[nH:7][c:8]2[cH:9][cH:10][c:11]([N+:15](=[O:16])[O-:17])[cH:12][c:13]2[cH:14]1)[CH3:3]>>[C:4](=[O:5])([c:6]1[nH:7][c:8]2[cH:9][cH:10][c:11]([N+:15](=[O:16])[O-:17])[cH:12][c:13]2[cH:14]1)[NH:24][CH2:23][CH2:22][NH:21][CH2:18][CH2:19][CH3:20]. The reactants are CCCNCCN, CCOC(=O)c1cc2cc([N+](=O)[O-])ccc2[nH]1. Product: CCCNCCNC(=O)c1cc2cc([N+](=O)[O-])ccc2[nH]1. Yields the product COc1ccc(CN2C(=O)CNS2(=O)=O)cc1. Starting materials: CCOC(=O)CNS(=O)(=O)NCc1ccc(OC)cc1, CN(C)C=O. Reaction SMILES: [CH3:1][O:2][c:3]1[cH:4][cH:5][c:6]([CH2:7][NH:8][S:9](=[O:10])(=[O:11])[NH:12][CH2:13][C:14](=[O:15])[O:16][CH2:17][CH3:18])[cH:19][cH:20]1.[O:21]=[CH:22][N:23]([CH3:24])[CH3:25]>>[CH3:1][O:2][c:3]1[cH:4][cH:5][c:6]([CH2:7][N:8]2[S:9](=[O:10])(=[O:11])[NH:12][CH2:13][C:14]2=[O:15])[cH:19][cH:20]1. Starting materials: FC(F)=C(F)CCBr, CN(C)C=O, N#CC(C#N)Cc1ccc(OC(F)(F)F)cc1, [H-], [Na+]. Yields the product N#CC(C#N)(CCC(F)=C(F)F)Cc1ccc(OC(F)(F)F)cc1. RXN SMILES: [Br:20][CH2:21][CH2:22][C:23](=[C:24]([F:25])[F:26])[F:27].[CH3:28][N:29]([CH3:30])[CH:31]=[O:32].[F:1][C:2]([O:3][c:4]1[cH:5][cH:6][c:7]([CH2:8][CH:9]([C:10]#[N:11])[C:12]#[N:13])[cH:14][cH:15]1)([F:16])[F:17].[H-:18].[Na+:19]>>[F:1][C:2]([O:3][c:4]1[cH:5][cH:6][c:7]([CH2:8][C:9]([C:10]#[N:11])([C:12]#[N:13])[CH2:21][CH2:22][C:23](=[C:24]([F:25])[F:26])[F:27])[cH:14][cH:15]1)([F:16])[F:17]. The reactants are BrC/C=C/C1=CC(=CC=C1)[N+](=O)[O-] (1-[(E)-3-bromo-1-propenyl]-3-nitrobenzene), [N+](=[N-])=CC(=O)OCC (ethyl diazoacetate). The reagents and catalysts are CC(=O)O.CC(=O)O.CC(=O)O.CC(=O)O.[Rh].[Rh] (rhodium (II) acetate dimer). Solvent: ClCCl (dichloromethane), ClCCl (dichloromethane). Conditions: time 66 hour. Yields the product BrCC1C(C1C1=CC(=CC=C1)[N+](=O)[O-])C(=O)OCC (Ethyl 2-(bromomethyl)-3-(3-nitrophenyl)cyclopropane carboxylate). The yield is 6.1%. Reaction SMILES: [Br:1][CH2:2]/[CH:3]=[CH:4]/[C:5]1[CH:10]=[CH:9][CH:8]=[C:7]([N+:11]([O-:13])=[O:12])[CH:6]=1.[N+](=[CH:16][C:17]([O:19][CH2:20][CH3:21])=[O:18])=[N-]>ClCCl.CC(O)=O.CC(O)=O.CC(O)=O.CC(O)=O.[Rh].[Rh]>[Br:1][CH2:2][CH:3]1[CH:4]([C:5]2[CH:10]=[CH:9][CH:8]=[C:7]([N+:11]([O-:13])=[O:12])[CH:6]=2)[CH:16]1[C:17]([O:19][CH2:20][CH3:21])=[O:18] |f:3.4.5.6.7.8|. Procedure details: To a solution of 1-[(E)-3-bromo-1-propenyl]-3-nitrobenzene (Preparation 22, 820 mg, 3.23 mmol) in dichloromethane (3 ml) was added rhodium (II) acetate dimer (20 mg, 0.046 vmnol). To the mixture was added dropwise at room temperature over 3 h a solution of ethyl diazoacetate (0.47 ml, 510 mg, 4.47 mmol) in dichloromethane (3 ml), then the mixture was stirred at room temperature for 66 h. The mixture was purified by silica (100 g) column chromatography eluting with hexane:dichloromethane 100:0 to... The reactants are Cc1csc(Br)n1, CCOC(C)=O, Cc1c(NC(=O)CC(C)(C)C)c(C)c2c(c1B(O)O)OCC2c1ccc(C(C)C)cc1, CCCCCC. Yields the product Cc1csc(-c2c(C)c(NC(=O)CC(C)(C)C)c(C)c3c2OCC3c2ccc(C(C)C)cc2)n1. RXN SMILES: [Br:32][c:33]1[s:34][cH:35][c:36]([CH3:38])[n:37]1.[C:39]([O:40][CH2:41][CH3:42])(=[O:43])[CH3:44].[CH3:1][C:2]([CH2:3][C:4](=[O:5])[NH:6][c:7]1[c:8]([CH3:29])[c:9]([B:26]([OH:27])[OH:28])[c:10]2[c:11]([c:24]1[CH3:25])[CH:12]([c:15]1[cH:16][cH:17][c:18]([CH:21]([CH3:22])[CH3:23])[cH:19][cH:20]1)[CH2:13][O:14]2)([CH3:30])[CH3:31].[CH3:45][CH2:46][CH2:47][CH2:48][CH2:49][CH3:50]>>[CH3:1][C:2]([CH2:3][C:4](=[O:5])[NH:6][c:7]1[c:8]([CH3:29])[c:9](-[c:33]2[s:34][cH:35][c:36]([CH3:38])[n:37]2)[c:10]2[c:11]([c:24]1[CH3:25])[CH:12]([c:15]1[cH:16][cH:17][c:18]([CH:21]([CH3:22])[CH3:23])[cH:19][cH:20]1)[CH2:13][O:14]2)([CH3:30])[CH3:31].